describe an organic reaction: reactants, conditions, products, and yield From a dataset of the Open Reaction Database (ORD), a public repository of structured organic reaction records. Starting materials: ClC1=CC=C(C=C1)C=1N=C(OC1)CCCO (3-[4-(4-chlorophenyl)-2-oxazolyl]-propanol), C(C1=CC=CC=C1)(=O)Cl (benzoyl chloride), O (water). The solvent is N1=CC=CC=C1 (pyridine). Product: C(C1=CC=CC=C1)(=O)OCCCC=1OC=C(N1)C1=CC=C(C=C1)Cl (3-[4-(4-chlorophenyl)-2-oxazolyl]propyl benzoate). The yield is 96.0%. As a reaction SMILES: [Cl:1][C:2]1[CH:7]=[CH:6][C:5]([C:8]2[N:9]=[C:10]([CH2:13][CH2:14][CH2:15][OH:16])[O:11][CH:12]=2)=[CH:4][CH:3]=1.[C:17](Cl)(=[O:24])[C:18]1[CH:23]=[CH:22][CH:21]=[CH:20][CH:19]=1.O>N1C=CC=CC=1>[C:17]([O:16][CH2:15][CH2:14][CH2:13][C:10]1[O:11][CH:12]=[C:8]([C:5]2[CH:4]=[CH:3][C:2]([Cl:1])=[CH:7][CH:6]=2)[N:9]=1)(=[O:24])[C:18]1[CH:23]=[CH:22][CH:21]=[CH:20][CH:19]=1. Procedure: To a solution of 3-[4-(4-chlorophenyl)-2-oxazolyl]-propanol (0.5 g) in pyridine (2 ml) was added benzoyl chloride (0.29 ml), followed by stirring for an hour at room temperature. The reaction mixture was poured into water and extracted with ethyl acetate. The ethyl acetate layer was washed succesively with an aqueous sodium hydrogen carbonate solution, 2N-HCl and water, dried over MgSO4 and distilled to remove the solvent. The precipitated crystals were collected by filtration to give 3-[4-(4-ch... Starting materials: C(C)(=O)OCC (ethyl acetate), C(=O)C=1SC(=CC1)C (2-formyl-5-methylthiophene), C(OC)([O-])[O-] (methyl orthoformate), C1(=CC=C(C=C1)S(=O)(=O)O)C (p-toluene-sulfonic acid). Run in C1(=CC=CC=C1)C (toluene). The product is COC(C=1SC(=CC1)C)OC (2-dimethoxymethyl-5-methylthiophene). Yield: 78.5%. Reaction SMILES: [CH:1]([C:3]1[S:4][C:5]([CH3:8])=[CH:6][CH:7]=1)=[O:2].[CH:9]([O-])([O-])[O:10]C.[C:14]1(C)C=CC(S(O)(=O)=O)=CC=1.C(OCC)(=O)C>C1(C)C=CC=CC=1>[CH3:14][O:2][CH:1]([O:10][CH3:9])[C:3]1[S:4][C:5]([CH3:8])=[CH:6][CH:7]=1. Reported procedure: A mixture of 2-formyl-5-methylthiophene (12.6 g, 0.1 mol), methyl orthoformate (31.8 g) and a catalytic amount of p-toluene-sulfonic acid in toluene (120 ml) was refluxed for 6 hours. To the cooled reaction mixture was added ethyl acetate and washed with water twice. The organic layer was dried over magnesium sulfate. Removal of the solvent gave a brownish oil, which was purified by distillation under reduced pressure to afford 2-dimethoxymethyl-5-methylthiophene (13.54 g, 78.5% yield) as a yell... Starting materials: CNC(=O)C1=C(OC2=C1C=CC(=C2)OC2=CC=NC1=CC(=CC=C21)OCC2OC2)C (N,2-dimethyl-6-{[7-(oxiran-2-ylmethoxy)quinolin-4-yl]oxy}-1-benzofuran-3-carboxamide), CN (methylamine). Reported procedure: A solution of 6-[(7-hydroxyquinolin-4-yl)oxy]-N,2-dimethyl-1-benzofuran-3-carboxamide 123-A (1 g, 2.9 mmol), 2-(bromomethyl)oxirane (467 mg, 3.4 mmol) and Cs2CO3 (1.4g, 4.2 mmol( in CH3CN (25 ml) was heated to 65° C. for 3 hours. The solution was extracted with EtOAc. N,2-dimethyl-6-{[7-(oxiran-2-ylmethoxy)quinolin-4-yl]oxy}-1-benzofuran-3-carboxamide 123-B (1.1 g) was isolated by a silica gel column using 1-5% MeOH in CH2Cl2 To a solution of 123-B (150 mg, 0.35 mmol) in THF (5 ml) was added a s... Run in CO (MeOH), C1CCOC1 (THF), C(Cl)Cl (CH2Cl2), CO (MeOH). Reaction conditions: temperature 65 celsius. Yields the product OC(COC1=CC=C2C(=CC=NC2=C1)OC1=CC2=C(C(=C(O2)C)C(=O)NC)C=C1)CNC (6-({7-[2-hydroxy-3-(methylamino)propoxy]quinolin-4-yl}oxy)-N,2-dimethyl-1-benzofuran-3-carboxamide). As a reaction SMILES: [CH3:1][NH:2][C:3]([C:5]1[C:9]2[CH:10]=[CH:11][C:12]([O:14][C:15]3[C:24]4[C:19](=[CH:20][C:21]([O:25][CH2:26][CH:27]5[CH2:29][O:28]5)=[CH:22][CH:23]=4)[N:18]=[CH:17][CH:16]=3)=[CH:13][C:8]=2[O:7][C:6]=1[CH3:30])=[O:4].[CH3:31][NH2:32]>C(Cl)Cl.C1COCC1.CO>[OH:28][CH:27]([CH2:29][NH:32][CH3:31])[CH2:26][O:25][C:21]1[CH:20]=[C:19]2[C:24]([C:15]([O:14][C:12]3[CH:11]=[CH:10][C:9]4[C:5]([C:3]([NH:2][CH3:1])=[O:4])=[C:6]([CH3:30])[O:7][C:8]=4[CH:13]=3)=[CH:16][CH:17]=[N:18]2)=[CH:23][CH:22]=1.